This data is from the Open Reaction Database (ORD), a public repository of structured organic reaction records. The task is: describe an organic reaction: reactants, conditions, products, and yield Starting materials: C1=C2C3=C(C=NC2=CC=C1)N=C1N3CCCN(C1)C(=O)OC(C)(C)C (tert-butyl 11,12-dihydro-8H-[1,4]diazepino[1′,2′:1,2]imidazo[4,5-c]quinoline-9(10H)-carboxylate), C1=CC(=CC(=C1)Cl)C(=O)OO (mCPBA). Yields the product [O-][N+]1=CC2=C(C3=CC=CC=C13)N1C(=N2)CN(CCC1)C(=O)OC(C)(C)C (tert-butyl 5-oxido-11,12-dihydro-8H-[1,4]diazepino[1′,2′:1,2]imidazo[4,5-c]quinoline-9(10H)-carboxylate). RXN SMILES: [CH:1]1[CH:10]=[CH:9][CH:8]=[C:7]2[C:2]=1[C:3]1[N:13]3[CH2:14][CH2:15][CH2:16][N:17]([C:19]([O:21][C:22]([CH3:25])([CH3:24])[CH3:23])=[O:20])[CH2:18][C:12]3=[N:11][C:4]=1[CH:5]=[N:6]2.C1C=C(Cl)C=C(C(OO)=[O:34])C=1>>[O-:34][N+:6]1[C:7]2[C:2](=[CH:1][CH:10]=[CH:9][CH:8]=2)[C:3]2[N:13]3[CH2:14][CH2:15][CH2:16][N:17]([C:19]([O:21][C:22]([CH3:25])([CH3:24])[CH3:23])=[O:20])[CH2:18][C:12]3=[N:11][C:4]=2[CH:5]=1. Procedure details: The general method described in Part E of Example 4 was used to treat tert-butyl 11,12-dihydro-8H-[1,4]diazepino[1′,2′:1,2]imidazo[4,5-c]quinoline-9(10H)-carboxylate (30.0 g, 88.6 mmol) with mCPBA (23.8 g of 77% pure material, 138 mmol) to provide tert-butyl 5-oxido-11,12-dihydro-8H-[1,4]diazepino[1′,2′:1,2]imidazo[4,5-c]quinoline-9(10H)-carboxylate. The product was not dried over magnesium sulfate but was dried under high vacuum overnight. Reactants: BrC1=C(SC=2N=CN=C(C21)NC2CCC(CC2)N(C)C)CC (4-N-[5-bromo-6-ethylthieno[2,3-d]pyrimidin-4-yl]-1-N,1-N-dimethylcyclohexane-1,4-diamine), B(O)O (boronic acid), C1=CC=C(C=C1)P(C2=CC=CC=C2)C3=CC=CC=C3 (PPh3), C([O-])([O-])=O.[Na+].[Na+] (sodium carbonate), C1(=CC=CC=C1)C.O (toluene H2O). Reagents/catalysts: CC(=O)[O-].CC(=O)[O-].[Pd+2] (Pd(OAc)2). The solvent is O (H2O). Reaction conditions: time 14 minute. Product: O1C(=CC2=C1C=CC=C2)C2=C(SC=1N=CN=C(C12)NC1CCC(CC1)N(C)C)CC (4-N-[5-(1-benzofuran-2-yl)-6-ethylthieno[2,3-d]pyrimidin-4-yl]-1-N,1-N-dimethylcyclohexane-1,4-diamine). RXN SMILES: Br[C:2]1[C:10]2[C:9]([NH:11][CH:12]3[CH2:17][CH2:16][CH:15]([N:18]([CH3:20])[CH3:19])[CH2:14][CH2:13]3)=[N:8][CH:7]=[N:6][C:5]=2[S:4][C:3]=1[CH2:21][CH3:22].B(O)O.C1C=CC(P(C2C=CC=CC=2)C2C=CC=CC=2)=CC=1.[C:45](=[O:48])([O-])[O-].[Na+].[Na+].[C:51]1([CH3:57])[CH:56]=[CH:55][CH:54]=[CH:53][CH:52]=1.O>O.CC([O-])=O.CC([O-])=O.[Pd+2]>[O:48]1[C:45]2[CH:56]=[CH:55][CH:54]=[CH:53][C:52]=2[CH:51]=[C:57]1[C:2]1[C:10]2[C:9]([NH:11][CH:12]3[CH2:17][CH2:16][CH:15]([N:18]([CH3:20])[CH3:19])[CH2:14][CH2:13]3)=[N:8][CH:7]=[N:6][C:5]=2[S:4][C:3]=1[CH2:21][CH3:22] |f:3.4.5,6.7,9.10.11|. Procedure details: A solution of 4-N-[5-bromo-6-ethylthieno[2,3-d]pyrimidin-4-yl]-1-N,1-N-dimethylcyclohexane-1,4-diamine (1 g, 2.61 mmol, 1.00 equiv) in toluene/H2O (30/10 mL) was added 1-benzofuran-2-yl)boronic acid (970 mg, 5.99 mmol, 2.30 equiv), Pd(OAc)2 (70 mg, 0.31 mmol, 0.12 equiv), PPh3 (240 mg, 0.92 mmol, 0.35 equiv) and sodium carbonate (940 mg, 8.87 mmol, 3.40 equiv) subsequently under nitrogen. The resulting solution was heated to reflux for 4 hr and cooled to room temperature. The resulting solution ... Starting materials: N1(CCCC1)C1(COC1)C#N (3-Pyrrolidin-1-yl-oxetane-3-carbonitrile), C1(CCC1)=O (cyclobutanone), Cl.C12COCC(CC1)N2 (3-oxa-8-aza-bicyclo[3.2.1]octane hydrochloride). The product is C12COCC(CC1)N2C2(CCC2)C#N (1-(3-Oxa-8-aza-bicyclo[3.2.1]oct-8-yl)-cyclobutanecarbonitrile). RXN SMILES: [N:1]1([C:6]2([C:10]#[N:11])[CH2:9]O[CH2:7]2)[CH2:5][CH2:4][CH2:3][CH2:2]1.[C:12]1(=O)CCC1.Cl.C12NC(CC1)[CH2:21][O:20][CH2:19]2>>[CH:5]12[N:1]([C:6]3([C:10]#[N:11])[CH2:9][CH2:12][CH2:7]3)[CH:2]([CH2:3][CH2:4]1)[CH2:21][O:20][CH2:19]2 |f:2.3|. Reported procedure: The title compound was prepared in accordance with the general method of intermediate A from cyclobutanone and 3-oxa-8-aza-bicyclo[3.2.1]octane hydrochloride (CAS 904316-92-3). The reactants are CC(C)(C)OC(=O)N1CCC(CN2CCC(CNC(=O)c3cccc4[nH]c(C(C)(C)C)nc34)CC2)CC1, ClCCl, O=C(O)C(F)(F)F. Product: CC(C)(C)c1nc2c(C(=O)NCC3CCN(CC4CCNCC4)CC3)cccc2[nH]1. Reaction SMILES: [C:1]([O:2][C:3](=[O:4])[N:8]1[CH2:9][CH2:10][CH:11]([CH2:14][N:15]2[CH2:16][CH2:17][CH:18]([CH2:21][NH:22][C:23](=[O:24])[c:25]3[cH:26][cH:27][cH:28][c:29]4[nH:30][c:31]([C:34]([CH3:35])([CH3:36])[CH3:37])[n:32][c:33]34)[CH2:19][CH2:20]2)[CH2:12][CH2:13]1)([CH3:5])([CH3:6])[CH3:7].[Cl:45][CH2:46][Cl:47].[OH:38][C:39]([C:40]([F:41])([F:42])[F:43])=[O:44]>>[NH:8]1[CH2:9][CH2:10][CH:11]([CH2:14][N:15]2[CH2:16][CH2:17][CH:18]([CH2:21][NH:22][C:23](=[O:24])[c:25]3[cH:26][cH:27][cH:28][c:29]4[nH:30][c:31]([C:34]([CH3:35])([CH3:36])[CH3:37])[n:32][c:33]34)[CH2:19][CH2:20]2)[CH2:12][CH2:13]1. Starting materials: C(C1=CC=CC=C1)OC1=C2N(C(=NC1=O)CC1(CCCC1)C1=CC=CC=C1)CCN(C2=O)C2CC2 (9-benzyloxy-2-cyclopropyl-6-(1-phenyl-cyclopentylmethyl)-3,4-dihydro-2H-pyrazino[1,2-c]pyrimidine-1,8-dione), FC1=CC=C(CN(C(=O)C2=NC(=NC(=C2OCC2=CC=CC=C2)O)CC2(CCCC2)C2=CC=CC=C2)CCO)C=C1 (5-benzyloxy-6-hydroxy-2-(1-phenyl-cyclopentylmethyl)-pyrimidine-4-carboxylic acid (4-fluoro-benzyl)-(2-hydroxyethyl)-amide). The product is C(C1=CC=CC=C1)OC1=C2N(C(=NC1=O)CC1(CCCC1)C1=CC=CC=C1)CCN(C2=O)CC2=CC=C(C=C2)F (9-Benzyloxy-2-(4-fluoro-benzyl)-6-(1-phenyl-cyclopentylmethyl)-3,4-dihydro-2H-pyrazino[1,2-c]pyrimidine-1,8-dione). The yield is 52.2%. RXN SMILES: [CH2:1]([O:8][C:9]1[C:14](=[O:15])[N:13]=[C:12]([CH2:16][C:17]2([C:22]3[CH:27]=[CH:26][CH:25]=[CH:24][CH:23]=3)[CH2:21][CH2:20][CH2:19][CH2:18]2)[N:11]2[CH2:28][CH2:29][N:30]([CH:33]3[CH2:35][CH2:34]3)[C:31](=[O:32])[C:10]=12)[C:2]1[CH:7]=[CH:6][CH:5]=[CH:4][CH:3]=1.[F:36][C:37]1[CH:76]=CC(CN(CCO)C(C2C(OCC3C=CC=CC=3)=C(O)N=C(CC3(C4C=CC=CC=4)CCCC3)N=2)=O)=[CH:39][CH:38]=1>>[CH2:1]([O:8][C:9]1[C:14](=[O:15])[N:13]=[C:12]([CH2:16][C:17]2([C:22]3[CH:23]=[CH:24][CH:25]=[CH:26][CH:27]=3)[CH2:21][CH2:20][CH2:19][CH2:18]2)[N:11]2[CH2:28][CH2:29][N:30]([CH2:33][C:34]3[CH:39]=[CH:38][C:37]([F:36])=[CH:76][CH:35]=3)[C:31](=[O:32])[C:10]=12)[C:2]1[CH:3]=[CH:4][CH:5]=[CH:6][CH:7]=1. Reported procedure: This compound was prepared following the same method as described for 9-benzyloxy-2-cyclopropyl-6-(1-phenyl-cyclopentylmethyl)-3,4-dihydro-2H-pyrazino[1,2-c]pyrimidine-1,8-dione (286) from 5-benzyloxy-6-hydroxy-2-(1-phenyl-cyclopentylmethyl)-pyrimidine-4-carboxylic acid (4-fluoro-benzyl)-(2-hydroxyethyl)-amide (313) (91 mg, 0.16 mmol). The product was obtained as a colorless sticky solid (46 mg, 52.2%). The reactants are CCc1c(I)[nH]c(C=O)c1C(=O)OCc1ccccc1, CC1(C)COB(c2ccccc2C#N)OC1, OB(O)c1ccc(F)cc1. Product: CCc1c(-c2ccccc2C#N)[nH]c(C=O)c1C(=O)OCc1ccccc1. As a reaction SMILES: [CH2:1]([CH3:2])[c:3]1[c:4]([C:11](=[O:12])[O:13][CH2:14][c:15]2[cH:16][cH:17][cH:18][cH:19][cH:20]2)[c:5]([CH:9]=[O:10])[nH:6][c:7]1[I:8].[CH3:31][C:32]1([CH3:33])[CH2:34][O:35][B:36]([c:38]2[c:39]([C:40]#[N:41])[cH:42][cH:43][cH:44][cH:45]2)[O:37][CH2:46]1.[OH:21][B:22]([c:23]1[cH:24][cH:25][c:26]([F:27])[cH:28][cH:29]1)[OH:30]>>[CH2:1]([CH3:2])[c:3]1[c:4]([C:11](=[O:12])[O:13][CH2:14][c:15]2[cH:16][cH:17][cH:18][cH:19][cH:20]2)[c:5]([CH:9]=[O:10])[nH:6][c:7]1-[c:38]1[c:39]([C:40]#[N:41])[cH:42][cH:43][cH:44][cH:45]1. Reactants: [BH3-]C#N, CC(=O)O, COC(OC)OC, CO, Nc1ccc(C2CCCCC2)cc1, O=Cc1ccc(C(=O)Nc2nn[nH]n2)cc1, [Na+], CN(C)C=O. The product is O=C(Nc1nn[nH]n1)c1ccc(CNc2ccc(C3CCCCC3)cc2)cc1. RXN SMILES: [C:34]([BH3-:35])#[N:36].[CH3:30][C:31](=[O:32])[OH:33].[CH3:43][O:44][CH:45]([O:46][CH3:47])[O:48][CH3:49].[CH3:50][OH:51].[CH:17]1([c:23]2[cH:24][cH:25][c:26]([NH2:27])[cH:28][cH:29]2)[CH2:18][CH2:19][CH2:20][CH2:21][CH2:22]1.[CH:1](=[O:2])[c:3]1[cH:4][cH:5][c:6]([C:7](=[O:8])[NH:9][c:10]2[n:11][n:12][nH:13][n:14]2)[cH:15][cH:16]1.[Na+:37].[O:38]=[CH:39][N:40]([CH3:41])[CH3:42]>>[CH2:1]([c:3]1[cH:4][cH:5][c:6]([C:7](=[O:8])[NH:9][c:10]2[n:11][n:12][nH:13][n:14]2)[cH:15][cH:16]1)[NH:27][c:26]1[cH:25][cH:24][c:23]([CH:17]2[CH2:18][CH2:19][CH2:20][CH2:21][CH2:22]2)[cH:29][cH:28]1. The reactants are O (Water), COC1=C(C=C(C=C1)[N+](=O)[O-])CN1C(C=2C(C1=O)=CC=CC2)=O (N-(2-methoxy-5-nitrophenylmethyl)phthalimide), B(Br)(Br)Br (boron tribromide). The solvent is C(Cl)Cl (methylene chloride), C(Cl)Cl (methylene chloride). Run at temperature -78 celsius, time 1 hour. Yields the product OC1=C(C=C(C=C1)[N+](=O)[O-])CN1C(C=2C(C1=O)=CC=CC2)=O (N-(2-hydroxy-5-nitrophenylmethyl)phthalimide). Yield: 83.0%. As a reaction SMILES: C[O:2][C:3]1[CH:8]=[CH:7][C:6]([N+:9]([O-:11])=[O:10])=[CH:5][C:4]=1[CH2:12][N:13]1[C:17](=[O:18])[C:16]2=[CH:19][CH:20]=[CH:21][CH:22]=[C:15]2[C:14]1=[O:23].B(Br)(Br)Br.O>C(Cl)Cl>[OH:2][C:3]1[CH:8]=[CH:7][C:6]([N+:9]([O-:11])=[O:10])=[CH:5][C:4]=1[CH2:12][N:13]1[C:17](=[O:18])[C:16]2=[CH:19][CH:20]=[CH:21][CH:22]=[C:15]2[C:14]1=[O:23]. Procedure details: To a solution of the compound (937 mg) obtained in Example 117 in anhydrous methylene chloride (30 ml), a solution of boron tribromide in methylene chloride (1.0 M, 9 ml) was added dropwise at −78° C. in a nitrogen atmosphere and the mixture was stirred at −78° C. for 1 h, then stirred at room temperature for 21 h. Water was added to the reaction mixture, which was extracted with chloroform. The organic layer was washed with a saturated aqueous sodium chloride solution, dried with anhydrous sodi... Starting materials: CI (methyl iodide), Cl (hydrochloric acid), ice water, [H-].[Na+] (sodium hydride), [H][H] (hydrogen), OCC1=CC=CC=2N=NSC21 (7-hydroxymethylbenzo-1,2,3-thiadiazole). Run in O1CCCC1 (tetrahydrofuran), CS(=O)C (dimethyl sulfoxide), O1CCCC1 (tetrahydrofuran). Product: COCC1=CC=CC=2N=NSC21 (7-methoxymethylbenzo-1,2,3-thiadiazole). As a reaction SMILES: [H-].[Na+].[OH:3][CH2:4][C:5]1[C:13]2[S:12][N:11]=[N:10][C:9]=2[CH:8]=[CH:7][CH:6]=1.[H][H].[CH3:16]I.Cl>CS(C)=O.O1CCCC1>[CH3:16][O:3][CH2:4][C:5]1[C:13]2[S:12][N:11]=[N:10][C:9]=2[CH:8]=[CH:7][CH:6]=1 |f:0.1|. Reported procedure: 1.4 g of sodium hydride (50% dispersion in oil) in 15 ml of absolute dimethyl sulfoxide are introduced into a reaction vessel, and a solution of 4.15 g of 7-hydroxymethylbenzo-1,2,3-thiadiazole in 15 ml of tetrahydrofuran is added dropwise at 0°-5° C. under a nitrogen atmosphere and with stirring, during which process hydrogen is evolved. After 20 minutes of stirring at 10° C., the mixture is cooled down to 0°-5° C., and a solution of 4 g of methyl iodide in 15 ml of tetrahydrofuran is added dro... Starting materials: C(C)OC(=O)C=1NC2=CC=C(C=C2C1)Br (5-bromo-1H-indole-2-carboxylic acid ethyl ester), N.CO (NH3 MeOH). Yields the product N1C(=CC2=CC=CC=C12)CC(=O)N (indole-2-carboxyamide). RXN SMILES: C(O[C:4]([C:6]1[NH:7][C:8]2[C:13]([CH:14]=1)=[CH:12][C:11](Br)=[CH:10][CH:9]=2)=O)C.[NH3:16].[CH3:17][OH:18]>>[NH:7]1[C:8]2[C:13](=[CH:12][CH:11]=[CH:10][CH:9]=2)[CH:14]=[C:6]1[CH2:4][C:17]([NH2:16])=[O:18] |f:1.2|. Procedure: Treat 5-bromo-1H-indole-2-carboxylic acid ethyl ester 1 (X═Br, 4.67 mmol) with 7 N NH3/MeOH as described in General Synthetic Procedure III to afford 5-bromo-1H-indole-2-carboxylic acid amide 4 (X═Br, R2═R3═H) as an ivory-colored solid. Treat 5-bromo-1H-indole-2-carboxylic acid amide (100 mg, 0.41 mmol) with diphenyldisulfide (1.50 equiv., 141 mg, 0.65 mmol) as described in General Synthetic Procedure VIIb to give the title compound Id (85 mg) as an ivory-colored solid. 1H NMR (DMSO-d6) δ 12.5 (...